This data is from the Open Reaction Database (ORD), a public repository of structured organic reaction records. The task is: describe an organic reaction: reactants, conditions, products, and yield Starting materials: BrCC1=CC=C(C2=C1SC=C2)OCCC=2N=C(OC2C)C2=CC=CC=C2 (4-[2-(7-Bromomethyl-benzo[b]thiophen-4-yloxy)-ethyl]-5-methyl-2-phenyl-oxazole), S1C(NC(C1)=O)=O (2,4-thiazolidinedione). Yields the product CC1=C(N=C(O1)C1=CC=CC=C1)CCOC1=CC=C(C=2SC=CC21)CC2C(NC(S2)=O)=O (5-{4-[2-(5-Methyl-2-phenyl-oxazol-4-yl)-ethoxy]-benzo[b]thiophen-7-ylmethyl}2,4-thiazolidinedione). RXN SMILES: Br[CH2:2][C:3]1[C:8]2[S:9][CH:10]=[CH:11][C:7]=2[C:6]([O:12][CH2:13][CH2:14][C:15]2[N:16]=[C:17]([C:21]3[CH:26]=[CH:25][CH:24]=[CH:23][CH:22]=3)[O:18][C:19]=2[CH3:20])=[CH:5][CH:4]=1.[S:27]1[CH2:31][C:30](=[O:32])[NH:29][C:28]1=[O:33]>>[CH3:20][C:19]1[O:18][C:17]([C:21]2[CH:22]=[CH:23][CH:24]=[CH:25][CH:26]=2)=[N:16][C:15]=1[CH2:14][CH2:13][O:12][C:6]1[C:7]2[CH:11]=[CH:10][S:9][C:8]=2[C:3]([CH2:2][CH:31]2[S:27][C:28](=[O:33])[NH:29][C:30]2=[O:32])=[CH:4][CH:5]=1. Reported procedure: reacting 4-[2-(7-Bromomethyl-benzo[b]thiophen-4-yloxy)-ethyl]-5-methyl-2-phenyl-oxazole with 2,4-thiazolidinedione (commercially available) to give 5-{4-[2-(5-Methyl-2-phenyl-oxazol-4-yl)-ethoxy]-benzo[b]thiophen-7-ylmethyl}2,4-thiazolidinedione, The reactants are FC=1C=C(C=CC1)C1OC2=CC=C(C=C2C(C1)=O)O (2-(3-fluorophenyl)-6-hydroxychroman-4-one), OC1=C(C=C(C=C1)O)C(C)=O (2′,5′-dihydroxyacetophenone), FC1=C(C=O)C=CC=C1F (2,3-difluorobenzaldehyde). The product is FC1=C(C=CC=C1F)C1OC2=CC=C(C=C2C(C1)=O)O (2-(2,3-Difluorophenyl)-6-hydroxychroman-4-one). Reaction SMILES: [F:1][C:2]1[CH:3]=[C:4]([CH:8]2[CH2:17][C:16](=[O:18])[C:15]3[C:10](=[CH:11][CH:12]=[C:13]([OH:19])[CH:14]=3)[O:9]2)[CH:5]=[CH:6][CH:7]=1.OC1C=CC(O)=CC=1C(=O)C.[F:31]C1C(F)=CC=CC=1C=O>>[F:31][C:3]1[C:2]([F:1])=[CH:7][CH:6]=[CH:5][C:4]=1[CH:8]1[CH2:17][C:16](=[O:18])[C:15]2[C:10](=[CH:11][CH:12]=[C:13]([OH:19])[CH:14]=2)[O:9]1. Procedure: 2-(2,3-Difluorophenyl)-6-hydroxychroman-4-one was prepared as described for 2-(3-fluorophenyl)-6-hydroxychroman-4-one in Example 9(a) starting from 3.0 g of 2′,5′-dihydroxyacetophenone and 2.6 ml of 2,3-difluorobenzaldehyde. 1H NMR (400 MHz, d6-DMSO) δ: 9.51 (s, 1H), 7.53-7.46 (m, 2H), 7.31 (m, 1H), 7.14 (d, 1H, J 3.0 Hz), 7.05 (dd, 1H, 3 8.8, 3.0 Hz), 6.96 (d, 1H, J 8.8 Hz), 5.82 (dd, 1H, J 13.4, 2.8 Hz), 3.26 (dd, 1H, J −16.9, 13.4 Hz), 2.79 (dd, 1H, J −16.9, 2.8 Hz). The reactants are OC1(CCCC1)C(=O)C1=CC=C(C=C1)S(=O)(=O)C ((1-hydroxycyclopentyl)-(4-(methylsulfonyl)phenyl)methanone), O(C1=CC=CC=C1)CC(=O)O (phenoxyacetic acid). Yields the product CS(=O)(=O)C1=CC=C(C=C1)C1=C(C(OC12CCCC2)=O)OC2=CC=CC=C2 (4-(4-(Methylsulfonyl)phenyl)-3-phenoxy-1 -oxaspiro[4.4]non-3-en-2-one). RXN SMILES: [OH:1][C:2]1([C:7]([C:9]2[CH:14]=[CH:13][C:12]([S:15]([CH3:18])(=[O:17])=[O:16])=[CH:11][CH:10]=2)=O)[CH2:6][CH2:5][CH2:4][CH2:3]1.[O:19]([CH2:26][C:27](O)=[O:28])[C:20]1[CH:25]=[CH:24][CH:23]=[CH:22][CH:21]=1>>[CH3:18][S:15]([C:12]1[CH:13]=[CH:14][C:9]([C:7]2[C:2]3([CH2:6][CH2:5][CH2:4][CH2:3]3)[O:1][C:27](=[O:28])[C:26]=2[O:19][C:20]2[CH:25]=[CH:24][CH:23]=[CH:22][CH:21]=2)=[CH:10][CH:11]=1)(=[O:17])=[O:16]. Procedure details: Using a procedure similar to the one used in example 1 but using (1-hydroxycyclopentyl)-(4-(methylsulfonyl)phenyl)methanone from example 21, Step 3 and phenoxyacetic acid the title compound was obtained. The reactants are water ice, C(C=1C(O)=CC=CC1)(=O)OC=1C(=CC=CC1)OC (guaiacol salicylate), Cl (hydrochloric acid), C(C=1C(O)=CC=CC1)(=O)O (salicylic acid), P(=O)(Cl)(Cl)Cl (phosphorus oxychloride), [OH-].[Na+] (sodium hydroxide). Solvent: CN(C=O)C (dimethylformamide). Product: COC1=CC=CC=C1OC(=O)C2=CC=CC=C2OC(=O)C3=CC=CC=C3O (guaiacol salsalate). Yield: 60.0%. RXN SMILES: [C:1]([O:10][C:11]1[C:12]([O:17][CH3:18])=[CH:13][CH:14]=[CH:15][CH:16]=1)(=[O:9])[C:2]1[C:3](=[CH:5][CH:6]=[CH:7][CH:8]=1)[OH:4].[C:19](O)(=[O:27])[C:20]1[C:21](=[CH:23][CH:24]=[CH:25][CH:26]=1)[OH:22].P(Cl)(Cl)(Cl)=O.Cl.[OH-].[Na+]>CN(C)C=O>[CH3:18][O:17][C:12]1[C:11]([O:10][C:1]([C:2]2[C:3]([O:4][C:19]([C:20]3[C:21]([OH:22])=[CH:23][CH:24]=[CH:25][CH:26]=3)=[O:27])=[CH:5][CH:6]=[CH:7][CH:8]=2)=[O:9])=[CH:16][CH:15]=[CH:14][CH:13]=1 |f:4.5|. Reported procedure: 244 g of guaiacol salicylate (1.0 mole) and 138 g of salicylic acid (1.0 mole) are suspended in 1 liter of dimethylformamide. 80 g of phosphorus oxychloride are added over a period of about one hour to the solution, which is kept heated under agitation to 60°-70° C., and the mixture is maintained at this temperature until hydrochloric acid ceases to be evolved. The homogeneous dense mass, of straw colour, is poured under energetic agitation into 5 liters of a water-ice mixture and the suspension... The reactants are OCC1=CC(=NO1)C(C)=O (1-[5-(hydroxymethyl)-1,2-oxazol-3-yl]ethanone), O1CCCC=C1 (3,4-dihydro-2H-pyran), CC1=CC=C(C=C1)S(=O)(=O)[O-].[NH+]1=CC=CC=C1 (pyridinium 4-methylbenzenesulfonate), O1CCCC=C1 (3,4-dihydro-2H-pyran), CC1=CC=C(C=C1)S(=O)(=O)[O-].[NH+]1=CC=CC=C1 (pyridinium 4-methylbenzenesulfonate). The solvent is C(Cl)Cl (DCM), O (water). Yields the product O1C(CCCC1)OCC1=CC(=NO1)C(C)=O (1-{5-[(oxan-2-yloxy)methyl]-1,2-oxazol-3-yl}ethanone). As a reaction SMILES: [OH:1][CH2:2][C:3]1[O:7][N:6]=[C:5]([C:8](=[O:10])[CH3:9])[CH:4]=1.[O:11]1[CH:16]=[CH:15][CH2:14][CH2:13][CH2:12]1.CC1C=CC(S([O-])(=O)=O)=CC=1.[NH+]1C=CC=CC=1>C(Cl)Cl.O>[O:11]1[CH2:16][CH2:15][CH2:14][CH2:13][CH:12]1[O:1][CH2:2][C:3]1[O:7][N:6]=[C:5]([C:8](=[O:10])[CH3:9])[CH:4]=1 |f:2.3|. Reported procedure: A solution of 1-[5-(hydroxymethyl)-1,2-oxazol-3-yl]ethanone (252 mg, 1.79 mmol), 3,4-dihydro-2H-pyran (0.24 ml, 2.68 mmol) and pyridinium 4-methylbenzenesulfonate (44.69 mg, 0.18 mmol) in DCM (10 mL) was stirred at RT for 16 hr and then for a further 0.5 hr at 40° C. after the addition of more 3,4-dihydro-2H-pyran (0.24 ml, 2.68 mmol) and pyridinium 4-methylbenzenesulfonate (44.69 mg, 0.18 mmol). The reaction mixture was diluted with water (5 ml) and the solution extracted with DCM (2×20 ml). Th... Starting materials: CC(=O)N1CCCCC(N)C1, CCN(C(C)C)C(C)C, O=C(Cl)Oc1ccc([N+](=O)[O-])cc1, Nc1cc(N2CCNCC2)c2ccc(Cl)cc2n1. Product: CC(=O)N1CCCCC(NC(=O)N2CCN(c3cc(N)nc4cc(Cl)ccc34)CC2)C1. As a reaction SMILES: [C:1]([CH3:2])(=[O:3])[N:4]1[CH2:5][CH:6]([NH2:11])[CH2:7][CH2:8][CH2:9][CH2:10]1.[CH:25]([N:26]([CH:27]([CH3:28])[CH3:29])[CH2:30][CH3:31])([CH3:32])[CH3:33].[Cl:12][C:13](=[O:14])[O:15][c:16]1[cH:17][cH:18][c:19]([N+:20]([O-:21])=[O:22])[cH:23][cH:24]1.[Cl:34][c:35]1[cH:36][cH:37][c:38]2[c:39]([N:46]3[CH2:47][CH2:48][NH:49][CH2:50][CH2:51]3)[cH:40][c:41]([NH2:45])[n:42][c:43]2[cH:44]1>>[C:1]([CH3:2])(=[O:3])[N:4]1[CH2:5][CH:6]([NH:11][C:13](=[O:14])[N:49]2[CH2:48][CH2:47][N:46]([c:39]3[c:38]4[cH:37][cH:36][c:35]([Cl:34])[cH:44][c:43]4[n:42][c:41]([NH2:45])[cH:40]3)[CH2:51][CH2:50]2)[CH2:7][CH2:8][CH2:9][CH2:10]1. The product is O=[N+]([O-])c1cc(S(=O)(=O)N2CCCc3ccccc32)ccc1Cl. Starting materials: O=C([O-])O, c1ccc2c(c1)CCCN2, CCOC(C)=O, O=[N+]([O-])c1cc(S(=O)(=O)Cl)ccc1Cl, [Na+], C1CCOC1, O. Reaction SMILES: [C:11](=[O:12])([O-:13])[OH:14].[CH2:1]1[CH2:2][NH:3][c:4]2[cH:5][cH:6][cH:7][cH:8][c:9]2[CH2:10]1.[CH3:36][CH2:37][O:38][C:39](=[O:40])[CH3:41].[Cl:17][c:18]1[c:19]([N+:28](=[O:29])[O-:30])[cH:20][c:21]([S:24](=[O:25])(=[O:26])[Cl:27])[cH:22][cH:23]1.[Na+:15].[O:31]1[CH2:32][CH2:33][CH2:34][CH2:35]1.[OH2:16]>>[CH2:1]1[CH2:2][N:3]([S:24]([c:21]2[cH:20][c:19]([N+:28](=[O:29])[O-:30])[c:18]([Cl:17])[cH:23][cH:22]2)(=[O:25])=[O:26])[c:4]2[cH:5][cH:6][cH:7][cH:8][c:9]2[CH2:10]1.